From a dataset of the Open Reaction Database (ORD), a public repository of structured organic reaction records. describe an organic reaction: reactants, conditions, products, and yield Reactants: NC=1SC=C(N1)C(C(=O)O)=NOCC (2-(2-Aminothiazol-4-yl)-2-ethoxyiminoacetic acid), C(C)(=O)OC(C)=O (acetic anhydride). Run in C(=O)O (formic acid). The product is C(=O)NC=1SC=C(N1)C(C(=O)O)=NOCC (2-(2-formamidothiazol-4-yl)-2-ethoxyiminoacetic acid). Isolated yield 87.7%. RXN SMILES: [NH2:1][C:2]1[S:3][CH:4]=[C:5]([C:7](=[N:11][O:12][CH2:13][CH3:14])[C:8]([OH:10])=[O:9])[N:6]=1.[C:15](OC(=O)C)(=[O:17])C>C(O)=O>[CH:15]([NH:1][C:2]1[S:3][CH:4]=[C:5]([C:7](=[N:11][O:12][CH2:13][CH3:14])[C:8]([OH:10])=[O:9])[N:6]=1)=[O:17]. Procedure: 2-(2-Aminothiazol-4-yl)-2-ethoxyiminoacetic acid (syn isomer, 100 g.), formic acid (85.5 g.) and acetic anhydride (190.1 g.) were treated in a similar manner to that of Example F-(5) to give 2-(2-formamidothiazol-4-yl)-2-ethoxyiminoacetic acid (syn isomer, 99.1 g.).